Dataset: the Open Reaction Database (ORD), a public repository of structured organic reaction records. Task: describe an organic reaction: reactants, conditions, products, and yield The reactants are C=C1CCC(CCOC)(C(=O)OCC)CC1, C[Al+]C, Cc1ccccc1, Nc1ccc(C2CC2)cc1, [Cl-], Cl, O. Reaction SMILES: [CH2:1]([O:2][C:4](=[O:5])[C:6]1([CH2:13][CH2:14][O:3][CH3:15])[CH2:7][CH2:8][C:9](=[CH2:12])[CH2:10][CH2:11]1)[CH3:16].[CH3:28][Al+:29][CH3:30].[CH3:32][c:33]1[cH:34][cH:35][cH:36][cH:37][cH:38]1.[CH:17]1([c:20]2[cH:21][cH:22][c:23]([NH2:24])[cH:25][cH:26]2)[CH2:18][CH2:19]1.[Cl-:27].[ClH:31].[OH2:39]>>[C:4]1(=[O:5])[C:6]2([CH2:7][CH2:8][C:9](=[CH2:12])[CH2:10][CH2:11]2)[CH2:13][CH2:14][N:24]1[c:23]1[cH:22][cH:21][c:20]([CH:17]2[CH2:18][CH2:19]2)[cH:26][cH:25]1. Yields the product C=C1CCC2(CC1)CCN(c1ccc(C3CC3)cc1)C2=O. Starting materials: CC1=CC=C(CSCC(=O)OCC)C=C1 (ethyl (4-methylbenzylthio)acetate), CC[O-].[Na+] (sodium ethylate), SCC(=O)OCC (ethyl 2-mercaptoacetate), BrCC=1C=C(C=CC1)C (3-bromomethyltoluene), ethanolic solution. Product: CC=1C=C(CSCC(=O)OCC)C=CC1 (Ethyl (3-methylbenzylthio)acetate). Run in C(C)O (ethanol). As a reaction SMILES: C[C:2]1[CH:15]=[CH:14][C:5]([CH2:6][S:7][CH2:8][C:9]([O:11][CH2:12][CH3:13])=[O:10])=[CH:4][CH:3]=1.Br[CH2:17]C1C=C(C)C=CC=1.CC[O-].[Na+].SCC(OCC)=O>C(O)C>[CH3:17][C:15]1[CH:14]=[C:5]([CH:4]=[CH:3][CH:2]=1)[CH2:6][S:7][CH2:8][C:9]([O:11][CH2:12][CH3:13])=[O:10] |f:2.3|. Procedure details: The procedure is as in Example 29 for the preparation of ethyl (4-methylbenzylthio)acetate, starting with 3-bromomethyltoluene (15 g), a 2M ethanolic solution of sodium ethylate (44.5 cc) and ethyl 2-mercaptoacetate (9.7 g) in ethanol (100 cc). Ethyl (3-methylbenzylthio)acetate (14.4 g) is thereby obtained, and is used in the crude state in the subsequent syntheses.